Dataset: the Open Reaction Database (ORD), a public repository of structured organic reaction records. Task: describe an organic reaction: reactants, conditions, products, and yield Starting materials: CC(=O)OC(C)=O, CC(=O)[O-], COC(=O)C(N)Cc1ccccc1, CC(=O)O, O=CNC(CC(=O)O)C(=O)O, Cl, [Na+]. Product: COC(=O)C(Cc1ccccc1)NC(=O)C(CC(=O)O)NC=O. As a reaction SMILES: [CH3:12][C:13]([O:14][C:15](=[O:16])[CH3:17])=[O:18].[CH3:20][C:21](=[O:22])[O-:23].[CH3:25][O:26][C:27]([CH:28]([NH2:29])[CH2:30][c:31]1[cH:32][cH:33][cH:34][cH:35][cH:36]1)=[O:37].[CH3:38][C:39](=[O:40])[OH:41].[CH:1](=[O:2])[NH:3][CH:4]([CH2:5][C:6](=[O:7])[OH:8])[C:9](=[O:10])[OH:11].[ClH:24].[Na+:19]>>[CH:1](=[O:2])[NH:3][CH:4]([CH2:5][C:6](=[O:7])[OH:8])[C:9](=[O:11])[NH:29][CH:28]([C:27]([O:26][CH3:25])=[O:37])[CH2:30][c:31]1[cH:32][cH:33][cH:34][cH:35][cH:36]1.